Dataset: the Open Reaction Database (ORD), a public repository of structured organic reaction records. Task: describe an organic reaction: reactants, conditions, products, and yield Starting materials: CCO, Cl, NO, [Na+], O=Cc1sccc1C1OCCO1, O, O=C([O-])O. Product: ON=Cc1sccc1C1OCCO1. RXN SMILES: [CH3:21][CH2:22][OH:23].[ClH:13].[NH2:14][OH:15].[Na+:16].[O:1]1[CH:2]([c:6]2[c:7]([CH:11]=[O:12])[s:8][cH:9][cH:10]2)[O:3][CH2:4][CH2:5]1.[OH2:24].[OH:17][C:18](=[O:19])[O-:20]>>[O:1]1[CH:2]([c:6]2[c:7]([CH:11]=[N:14][OH:15])[s:8][cH:9][cH:10]2)[O:3][CH2:4][CH2:5]1. Reactants: COC(Cl)Cl (dichloromethyl methyl ether), CC(CC(C(=O)O)=O)C (4-methyl-2-oxovaleric acid), crude product. Conditions: temperature 50 celsius, time 60 minute. Yields the product CC(CC(C(=O)Cl)=O)C (4-methyl-2-oxovaleryl chloride). RXN SMILES: C[O:2][CH:3]([Cl:5])Cl.[CH3:6][CH:7]([CH3:14])[CH2:8][C:9](=[O:13])C(O)=O>>[CH3:6][CH:7]([CH3:14])[CH2:8][C:9](=[O:13])[C:3]([Cl:5])=[O:2]. Reported procedure: 30.4 g (264 mmol) of dichloromethyl methyl ether were added slowly to 34.4 g (264 mmol) of 4-methyl-2-oxovaleric acid and the mixture was heated to 50° C. (bath temp.). After stirring for 60 min. at this temperature, the crude product was fractionated on a vigreux column to give the 4-methyl-2-oxovaleryl chloride (b.p. 41° C./14 mbar). 14.7 g (99 mmol) of 4-methyl-2-oxovaleryl chloride were dissolved in 144 ml of tetrahydrofuran and the solution was added dropwise at 0° C. to a solution of 6.66 ...